This data is from the Open Reaction Database (ORD), a public repository of structured organic reaction records. The task is: describe an organic reaction: reactants, conditions, products, and yield Starting materials: C(C)OC1=C(C(=C(C=C1)C=1C=C2COC(C2=CC1)=O)OCOC)OC (5-(4-ethoxy-3-methoxy-2-(methoxymethoxy)phenyl)isobenzofuran-1(3H)-one), Cl (hydrochloric acid). Solvent: CO (methanol). Conditions: temperature 50 celsius. Product: C(C)OC1=C(C(=C(C=C1)C=1C=C2COC(C2=CC1)=O)O)OC (5-(4-Ethoxy-2-hydroxy-3-methoxyphenyl)isobenzofuran-1(3H)-one). The yield is 68.4%. Reaction SMILES: [CH2:1]([O:3][C:4]1[CH:9]=[CH:8][C:7]([C:10]2[CH:11]=[C:12]3[C:16](=[CH:17][CH:18]=2)[C:15](=[O:19])[O:14][CH2:13]3)=[C:6]([O:20]COC)[C:5]=1[O:24][CH3:25])[CH3:2].Cl>CO>[CH2:1]([O:3][C:4]1[CH:9]=[CH:8][C:7]([C:10]2[CH:11]=[C:12]3[C:16](=[CH:17][CH:18]=2)[C:15](=[O:19])[O:14][CH2:13]3)=[C:6]([OH:20])[C:5]=1[O:24][CH3:25])[CH3:2]. Procedure: To a stirring solution of 5-(4-ethoxy-3-methoxy-2-(methoxymethoxy)phenyl)isobenzofuran-1(3H)-one (100 mg, 0.292 mmol) in methanol (5 mL) was added conc. hydrochloric acid (0.5 mL) and heated to 50° C. for 1 h. The reaction mixture was concentrated under reduced pressure; the residue was basified with sodium bicarbonate solution and extracted with ethyl acetate (3×). The combined ethyl acetate layers were washed with brine, dried over sodium sulphate and concentrated under reduced pressure to aff... The reactants are Cl.N(N)C1=CC=C(C=C1)CCO (2-(4-hydrazinophenyl)ethanol hydrochloride), C(C1=CC=CC=C1)(=O)CC(C(F)(F)F)=O (benzoyl-1,1,1-trifluoroacetone). Solvent: C(C)O (ethanol). Product: C1(=CC=CC=C1)C1=CC(=NN1C1=CC=C(C=C1)CCO)C(F)(F)F (2-{4-[5-Phenyl-3-(trifluoromethyl)-1H-pyrazol-1-yl]phenyl}ethanol). Yield: 56.2%. As a reaction SMILES: Cl.[NH:2]([C:4]1[CH:9]=[CH:8][C:7]([CH2:10][CH2:11][OH:12])=[CH:6][CH:5]=1)[NH2:3].[C:13]([CH2:21][C:22](=O)[C:23]([F:26])([F:25])[F:24])(=O)[C:14]1[CH:19]=[CH:18][CH:17]=[CH:16][CH:15]=1>C(O)C>[C:14]1([C:13]2[N:2]([C:4]3[CH:5]=[CH:6][C:7]([CH2:10][CH2:11][OH:12])=[CH:8][CH:9]=3)[N:3]=[C:22]([C:23]([F:24])([F:25])[F:26])[CH:21]=2)[CH:19]=[CH:18][CH:17]=[CH:16][CH:15]=1 |f:0.1|. Procedure: A mixture of 2-(4-hydrazinophenyl)ethanol hydrochloride (J. Med. Chem., 1999, 42, 2504, 202 mg, 1.07 mmol) and benzoyl-1,1,1-trifluoroacetone (278 mg, 1.28 mmol) in ethanol (13 mL) was heated under reflux overnight. After removal of the solvent, the resulting residue was partitioned between dichloromethane and water. Organic phase was washed with brine and dried (Na2SO4). After removal of the solvent, the crude product was purified by TLC with hexane/ethyl acetate (1:1) to afford 200 mg (56%) of... The solvent is C(C)O (ethanol). Procedure: A solution of 90.6 g of 6-methyl-5-(N-methylacetamido)-pyridine-2,3-dicarboxylic acid, diethyl ester in 700 mL absolute ethanol is treated with 60 mL of concentrated hydrochloric acid, and the solution is heated at reflux for 17 hours. The reaction is cooled, 75 mL of concentrated hydrochloric acid is added, and the reaction is heated at reflux for another 8 hours. The solution is concentrated in vacuo; the residue is stirred in water and basified to pH 8 using a saturated bicarbonate solution. ... The reactants are CC1=C(C=C(C(=N1)C(=O)OCC)C(=O)OCC)N(C(C)=O)C (6-methyl-5-(N-methylacetamido)-pyridine-2,3-dicarboxylic acid, diethyl ester), Cl (hydrochloric acid), Cl (hydrochloric acid). The product is CC1=C(C=C(C(=N1)C(=O)OCC)C(=O)OCC)NC (6-methyl-5-methylamino-pyridine-2,3-dicarboxylic acid, diethyl ester). RXN SMILES: [CH3:1][C:2]1[N:7]=[C:6]([C:8]([O:10][CH2:11][CH3:12])=[O:9])[C:5]([C:13]([O:15][CH2:16][CH3:17])=[O:14])=[CH:4][C:3]=1[N:18](C)[C:19](=O)C.Cl>C(O)C>[CH3:1][C:2]1[N:7]=[C:6]([C:8]([O:10][CH2:11][CH3:12])=[O:9])[C:5]([C:13]([O:15][CH2:16][CH3:17])=[O:14])=[CH:4][C:3]=1[NH:18][CH3:19]. The reactants are c1ccc(COn2c(-c3ccccc3)nc3cnc4ccccc4c32)cc1, ClCCl, O=C(OO)c1cccc(Cl)c1. The product is [O-][n+]1cc2nc(-c3ccccc3)n(OCc3ccccc3)c2c2ccccc21. RXN SMILES: [CH2:1]([c:2]1[cH:3][cH:4][cH:5][cH:6][cH:7]1)[O:8][n:9]1[c:10](-[c:22]2[cH:23][cH:24][cH:25][cH:26][cH:27]2)[n:11][c:12]2[cH:13][n:14][c:15]3[cH:16][cH:17][cH:18][cH:19][c:20]3[c:21]12.[Cl:39][CH2:40][Cl:41].[OH:28][O:29][C:30]([c:31]1[cH:32][c:33]([Cl:34])[cH:35][cH:36][cH:37]1)=[O:38]>>[CH2:1]([c:2]1[cH:3][cH:4][cH:5][cH:6][cH:7]1)[O:8][n:9]1[c:10](-[c:22]2[cH:23][cH:24][cH:25][cH:26][cH:27]2)[n:11][c:12]2[cH:13][n+:14]([O-:28])[c:15]3[cH:16][cH:17][cH:18][cH:19][c:20]3[c:21]12. Starting materials: NC(=O)CCC(=O)NBr, O=C(OOC(=O)c1ccccc1)c1ccccc1, ClC(Cl)(Cl)Cl, Cc1ccc2cc(F)cc(F)c2n1. Product: Fc1cc(F)c2nc(CBr)ccc2c1. As a reaction SMILES: [Br:32][NH:33][C:34](=[O:35])[CH2:36][CH2:37][C:38]([NH2:39])=[O:40].[C:14]([O:15][O:16][C:17](=[O:18])[c:19]1[cH:20][cH:21][cH:22][cH:23][cH:24]1)(=[O:25])[c:26]1[cH:27][cH:28][cH:29][cH:30][cH:31]1.[C:41]([Cl:42])([Cl:43])([Cl:44])[Cl:45].[CH3:1][c:2]1[n:3][c:4]2[c:5]([F:13])[cH:6][c:7]([F:12])[cH:8][c:9]2[cH:10][cH:11]1>>[CH2:1]([c:2]1[n:3][c:4]2[c:5]([F:13])[cH:6][c:7]([F:12])[cH:8][c:9]2[cH:10][cH:11]1)[Br:32].